From a dataset of the Open Reaction Database (ORD), a public repository of structured organic reaction records. describe an organic reaction: reactants, conditions, products, and yield The reactants are ( 1 ), COC(=O)C1=CC=2CC(CCC2C=C1)N (7-amino-5,6,7,8-tetrahydro-naphthalene-2-carboxylic acid methyl ester), ClC=1C=C(C=CC1)S(=O)(=O)Cl (3-chlorobenzenesulfonyl chloride), ( 2 ), ester, ON (HONH2), [OH-].[K+] (KOH). Run in ClCCl (dichloromethane). Product: ONC(=O)C1=CC=2CC(CCC2C=C1)NS(=O)(=O)C1=CC(=CC=C1)Cl (7-(3-Chloro-benzenesulfonylamino)-5,6,7,8-tetrahydro-naphthalene-2-carboxylic acid hydroxyamide). As a reaction SMILES: CO[C:3]([C:5]1[CH:14]=[CH:13][C:12]2[CH2:11][CH2:10][CH:9]([NH2:15])[CH2:8][C:7]=2[CH:6]=1)=[O:4].[Cl:16][C:17]1[CH:18]=[C:19]([S:23](Cl)(=[O:25])=[O:24])[CH:20]=[CH:21][CH:22]=1.[OH:27][NH2:28].[OH-].[K+]>ClCCl>[OH:27][NH:28][C:3]([C:5]1[CH:14]=[CH:13][C:12]2[CH2:11][CH2:10][CH:9]([NH:15][S:23]([C:19]3[CH:20]=[CH:21][CH:22]=[C:17]([Cl:16])[CH:18]=3)(=[O:25])=[O:24])[CH2:8][C:7]=2[CH:6]=1)=[O:4] |f:3.4|. Procedure: The title compound was prepared in two steps according to Scheme 6 by (1) treating amine VII with 3-chlorobenzenesulfonyl chloride and TEA in dichloromethane, and (2) treating the ester intermediate with aqueous HONH2 and KOH. MS: calc'd (MH+) 381, exp (MH+) 381. 1H NMR (CD3OD, 400 MHz), 7.90 (m, 1H), 7.84 (d, 1H, J=8.0 Hz), 7.66 (d, 1H, J=8.4 Hz), 7.59 (t, 1H, J=8.0 Hz), 7.47 (d, 1H, J=8.0 Hz), 7.36 (s, 1H), 7.15 (d, 1H, J=8.0 Hz), 3.55 (m, 1H), 2.95 (m, 2H), 2.82 (m, 1H), 2.69 (m, 1H), 1.95 (m... The reactants are C1(=CC=CC=C1)C(C(=O)O[C@H]1CN2CCC1CC2)NS(=O)(=O)C2=CC=CC=C2 ((R)-quinuclidin-3-yl 2-phenyl-2-(phenylsulfonamido)acetate), ClCC(=O)C1=CC=CC=C1 (2-chloro-1-phenylethanone). The solvent is CCOC(=O)C (EtOAc), C(C)#N (acetonitrile). Conditions: time 8 hour. Yields the product [Cl-].O=C(C[N+]12C[C@@H](C(CC1)CC2)OC(C(NS(=O)(=O)C2=CC=CC=C2)C2=CC=CC=C2)=O)C2=CC=CC=C2 ((3R)-1-(2-oxo-2-phenylethyl)-3-(2-phenyl-2-(phenylsulfonamido)acetoxy)-1-azoniabicyclo[2.2.2]octane chloride). Yield: 74.3%. RXN SMILES: [C:1]1([CH:7]([NH:19][S:20]([C:23]2[CH:28]=[CH:27][CH:26]=[CH:25][CH:24]=2)(=[O:22])=[O:21])[C:8]([O:10][C@@H:11]2[CH:16]3[CH2:17][CH2:18][N:13]([CH2:14][CH2:15]3)[CH2:12]2)=[O:9])[CH:6]=[CH:5][CH:4]=[CH:3][CH:2]=1.[Cl:29][CH2:30][C:31]([C:33]1[CH:38]=[CH:37][CH:36]=[CH:35][CH:34]=1)=[O:32]>CCOC(C)=O.C(#N)C>[Cl-:29].[O:32]=[C:31]([C:33]1[CH:38]=[CH:37][CH:36]=[CH:35][CH:34]=1)[CH2:30][N+:13]12[CH2:14][CH2:15][CH:16]([CH2:17][CH2:18]1)[C@@H:11]([O:10][C:8](=[O:9])[CH:7]([C:1]1[CH:6]=[CH:5][CH:4]=[CH:3][CH:2]=1)[NH:19][S:20]([C:23]1[CH:28]=[CH:27][CH:26]=[CH:25][CH:24]=1)(=[O:22])=[O:21])[CH2:12]2 |f:4.5|. Procedure: To a solution of (R)-quinuclidin-3-yl 2-phenyl-2-(phenylsulfonamido)acetate (C64) (96 mg, 0.24 mmol) in EtOAc (1.6 ml) and acetonitrile (0.8 ml), was added 2-chloro-1-phenylethanone (40.8 mg, 0.26 mmol). The solution was stirred at RT overnight. The solution was concentrated under vacuum and the crude was purified by flash chromatography (DCM/MeOH=95/5 to 9/1) to obtain (3R)-1-(2-oxo-2-phenylethyl)-3-(2-phenyl-2-(phenylsulfonamido)acetoxy)-1-azoniabicyclo[2.2.2]octane chloride (99 mg; 74% yield)...